Dataset: the Open Reaction Database (ORD), a public repository of structured organic reaction records. Task: describe an organic reaction: reactants, conditions, products, and yield Reactants: C12C(C3CC(CC(C1)C3)C2)N2NC(C2=O)(C)C (2-(Adamantan-2-yl)-4,4-dimethyl-1,2-diazetidin-3-one), ClC1=C(CBr)C=CC(=C1)F (2-chloro-4-fluorobenzyl bromide). The product is ClC1=C(CN2N(C(C2(C)C)=O)C2C3CC4CC(CC2C4)C3)C=CC(=C1)F (1-(2-chloro-4-fluorobenzyl)-4,4-dimethyl-2-(adamantan-2-yl)-1,2-diazetidin-3-one). RXN SMILES: [CH:1]12[CH2:10][CH:5]3[CH2:6][CH:7]([CH2:9][CH:3]([CH2:4]3)[CH:2]1[N:11]1[C:14](=[O:15])[C:13]([CH3:17])([CH3:16])[NH:12]1)[CH2:8]2.[Cl:18][C:19]1[CH:26]=[C:25]([F:27])[CH:24]=[CH:23][C:20]=1[CH2:21]Br>>[Cl:18][C:19]1[CH:26]=[C:25]([F:27])[CH:24]=[CH:23][C:20]=1[CH2:21][N:12]1[C:13]([CH3:17])([CH3:16])[C:14](=[O:15])[N:11]1[CH:2]1[CH:3]2[CH2:4][CH:5]3[CH2:6][CH:7]([CH2:8][CH:1]1[CH2:10]3)[CH2:9]2. Procedure details: 2-(Adamantan-2-yl)-4,4-dimethyl-1,2-diazetidin-3-one and 2-chloro-4-fluorobenzyl bromide were used for a similar reaction and treatment as Process 6 of Example 1, and the title compound was obtained as a white crystalline powder. Starting materials: CCO, Cl, [Fe], O=c1cc(C=Cc2ccc([N+](=O)[O-])cc2)oc(-c2ccccc2)c1, O. Yields the product Nc1ccc(C=Cc2cc(=O)cc(-c3ccccc3)o2)cc1. Reaction SMILES: [CH3:26][CH2:27][OH:28].[ClH:1].[Fe:30].[N+:2]([O-:3])(=[O:4])[c:5]1[cH:6][cH:7][c:8]([CH:11]=[CH:12][c:13]2[o:14][c:15](-[c:20]3[cH:21][cH:22][cH:23][cH:24][cH:25]3)[cH:16][c:17](=[O:19])[cH:18]2)[cH:9][cH:10]1.[OH2:29]>>[NH2:2][c:5]1[cH:6][cH:7][c:8]([CH:11]=[CH:12][c:13]2[o:14][c:15](-[c:20]3[cH:21][cH:22][cH:23][cH:24][cH:25]3)[cH:16][c:17](=[O:19])[cH:18]2)[cH:9][cH:10]1. Reactants: O.NN (Hydrazine hydrate), N#CN (cyanamide), NC#N (H2NCN), Cl (hydrochloric acid), Cl.NN (hydrazine hydrochloride), C([O-])(O)=O.[Na+] (sodium bicarbonate). The solvent is O (water). Conditions: temperature 25 celsius. The product is C(O)(O)=O.NNC(=N)N (Aminoguanidine Bicarbonate). Yield: 96.0%. RXN SMILES: O.[NH2:2][NH2:3].Cl.Cl.NN.[N:8]#[C:9][NH2:10].[C:11](=[O:14])([OH:13])[O-:12].[Na+]>O>[C:11](=[O:12])([OH:14])[OH:13].[NH2:2][NH:3][C:9]([NH2:10])=[NH:8] |f:0.1,3.4,6.7,9.10|. Reported procedure: Hydrazine hydrate (64% hydrazine, 20 lbs, 0.4-mole) was charged to a 30-gal glass-lined reactor and hydrochloric acid (32.1%, 45.4 lbs, 0.4 lb-mole) was added to it with stirring and cooling over 30 min. The resulting hydrazine hydrochloride solution was heated to 80° C. and cyanamide (50%, 36 lbs, 0.43 lb-mole) was metered in over ~30 min in 5-lb increments while maintaining the reaction temperature at ~85° C. Reaction is exothermic; introduction of an initial 7-lb charge of H2NCN caused a temp... Reactants: C(C)(C)C=1C=C(C=CC1)C(C)=O (1-(3-isopropylphenyl)ethanone), CC(C)(C)[S@](=O)N ((S)-2-methylpropane-2-sulfinamide), O (water). The reagents and catalysts are CC(C)O[Ti](OC(C)C)(OC(C)C)OC(C)C (Ti(OiPr)4). Run in C1CCOC1 (THF). Reaction conditions: temperature 90 celsius, time 16 hour. Product: C(C)(C)C=1C=C(C=CC1)\C(\C)=N\[S@@](=O)C(C)(C)C ((S,E)-N-(1-(3-isopropylphenyl)ethylidene)-2-methylpropane-2-sulfinamide). RXN SMILES: [CH:1]([C:4]1[CH:5]=[C:6]([C:10](=O)[CH3:11])[CH:7]=[CH:8][CH:9]=1)([CH3:3])[CH3:2].[CH3:13][C:14]([S@@:17]([NH2:19])=[O:18])([CH3:16])[CH3:15].O>C1COCC1.CC(O[Ti](OC(C)C)(OC(C)C)OC(C)C)C>[CH:1]([C:4]1[CH:5]=[C:6](/[C:10](=[N:19]/[S@:17]([C:14]([CH3:16])([CH3:15])[CH3:13])=[O:18])/[CH3:11])[CH:7]=[CH:8][CH:9]=1)([CH3:3])[CH3:2]. Procedure: The mixture of 1-(3-isopropylphenyl)ethanone (5.8 g, 0.036 mol), (S)-2-methylpropane-2-sulfinamide (5.2 g, 0.043 mol) and Ti(OiPr)4 in THF was stirred at 90° C. for 16 hours. Then the mixture was poured to water and the solid was filtered, the filtrate was partitioned between EtOAc and water. The layers were separated and the organic layer was washed with water, brine, dried over Na2SO4, and concentrated. The residue was purified by column chromatography to give the titled compound. Starting materials: COC1CCC(OC)O1, [Ca+2], [Cl-], [Cl-], ClCCl, O=S(O)c1ccccc1. Product: COC1CCC(S(=O)(=O)c2ccccc2)O1. RXN SMILES: [CH3:1][O:2][CH:3]1[O:4][CH:5]([O:8][CH3:9])[CH2:6][CH2:7]1.[Ca+2:21].[Cl-:19].[Cl-:20].[Cl:22][CH2:23][Cl:24].[OH:10][S:11](=[O:12])[c:13]1[cH:14][cH:15][cH:16][cH:17][cH:18]1>>[CH3:1][O:2][CH:3]1[O:4][CH:5]([S:11](=[O:10])(=[O:12])[c:13]2[cH:14][cH:15][cH:16][cH:17][cH:18]2)[CH2:6][CH2:7]1. Reactants: C[C@@H]1CC[C@H](CC1)NC(C=CC1=CC(=C(C=C1)OCCN1CCN(CC1)C)OC)=O (N-(trans-4-methylcyclohexyl)-4-[2-(4-methylpiperazinyl)ethoxy]-3-methoxycinnamamide). The reagents and catalysts are [C].[Pd] (palladium-carbon). The solvent is CO (methanol). The product is C[C@@H]1CC[C@H](CC1)NC(CCC1=CC(=C(C=C1)OCCN1CCN(CC1)C)OC)=O (N-(trans-4-methylcyclohexyl)-3-{4-[2-(4-methylpiperazinyl)ethoxy]-3-methoxyphenyl}propionamide). Isolated yield 63.7%. As a reaction SMILES: [CH3:1][C@H:2]1[CH2:7][CH2:6][C@H:5]([NH:8][C:9](=[O:30])[CH:10]=[CH:11][C:12]2[CH:17]=[CH:16][C:15]([O:18][CH2:19][CH2:20][N:21]3[CH2:26][CH2:25][N:24]([CH3:27])[CH2:23][CH2:22]3)=[C:14]([O:28][CH3:29])[CH:13]=2)[CH2:4][CH2:3]1>[C].[Pd].CO>[CH3:1][C@H:2]1[CH2:3][CH2:4][C@H:5]([NH:8][C:9](=[O:30])[CH2:10][CH2:11][C:12]2[CH:17]=[CH:16][C:15]([O:18][CH2:19][CH2:20][N:21]3[CH2:26][CH2:25][N:24]([CH3:27])[CH2:23][CH2:22]3)=[C:14]([O:28][CH3:29])[CH:13]=2)[CH2:6][CH2:7]1 |f:1.2|. Reported procedure: Using 1 g of N-(trans-4-methylcyclohexyl)-4-[2-(4-methylpiperazinyl)ethoxy]-3-methoxycinnamamide (Example 145), 0.05 g of 10% palladium-carbon, and 100 ml of methanol, a reaction similar to that conducted in Example 147 was carried out. The product obtained was recrystallized from methylene chloride/ether, yielding 0.64 g of N-(trans-4-methylcyclohexyl)-3-{4-[2-(4-methylpiperazinyl)ethoxy]-3-methoxyphenyl}propionamide (a compound of the present invention) as light-brownish white crystal, which h... Starting materials: Cl (HCl), ICC (Iodoethane), CCN(C(C)C)C(C)C (DIPEA), Cl.Cl.Cl.C1(=CC=CC=C1)N1CCN(CC1)C(=O)OCCN1CCNCC1 (2-(piperazin-1-yl)ethyl 4-phenylpiperazine-1-carboxylate trihydrochloride). Solvent: CCOCC (Et2O), CN(C)C=O (DMF), C(Cl)Cl (DCM). Run at temperature 170 celsius. The product is Cl.Cl.Cl.C1(=CC=CC=C1)N1CCN(CC1)C(=O)OCCN1CCN(CC1)CC (2-(4-ethylpiperazin-1-yl)ethyl 4-phenylpiperazine-1-carboxylate trihydrochloride). The yield is 142.5%. As a reaction SMILES: [ClH:1].Cl.Cl.[C:4]1([N:10]2[CH2:15][CH2:14][N:13]([C:16]([O:18][CH2:19][CH2:20][N:21]3[CH2:26][CH2:25][NH:24][CH2:23][CH2:22]3)=[O:17])[CH2:12][CH2:11]2)[CH:9]=[CH:8][CH:7]=[CH:6][CH:5]=1.I[CH2:28][CH3:29].CCN(C(C)C)C(C)C.Cl>CN(C=O)C.C(Cl)Cl.CCOCC>[ClH:1].[ClH:1].[ClH:1].[C:4]1([N:10]2[CH2:15][CH2:14][N:13]([C:16]([O:18][CH2:19][CH2:20][N:21]3[CH2:26][CH2:25][N:24]([CH2:28][CH3:29])[CH2:23][CH2:22]3)=[O:17])[CH2:12][CH2:11]2)[CH:5]=[CH:6][CH:7]=[CH:8][CH:9]=1 |f:0.1.2.3,10.11.12.13|. Reported procedure: 2-(piperazin-1-yl)ethyl 4-phenylpiperazine-1-carboxylate (None HCl salt of Example 30; 291 mg, 0.91 mmol) was dissolved in DMF (2 mL). Iodoethane (74 μl, 2.31 mmol) and DIPEA (0.3 mL, 1.72 mmol) were added and the reaction mixture was heated at 170° C. for 15 minutes in a Biotage Initiator microwave at high absorption and then concentrated in vacuo. The residue was dissolved in 1 M aq Na2CO3 solution (25 mL) and extracted with DCM (3×25 mL), dried (MgSO4) and concentrated in vacuo. The crude pro... As a reaction SMILES: [CH3:1][c:2]1[c:3]([CH2:13][O:14][c:15]2[cH:16][cH:17][c:18]([CH2:19][O:20][c:21]3[cH:22][c:23]([CH2:27][C:28](=[O:29])[O:30][CH2:31][c:32]4[cH:33][cH:34][c:35]([O:36][CH2:37][c:38]5[n:39][c:40](-[c:41]6[cH:42][cH:43][cH:44][cH:45][cH:46]6)[o:47][c:48]5[CH3:49])[cH:50][cH:51]4)[cH:24][cH:25][cH:26]3)[cH:52][cH:53]2)[n:4][c:5](-[c:7]2[cH:8][cH:9][cH:10][cH:11][cH:12]2)[o:6]1.[CH3:61][CH2:62][OH:63].[Na+:60].[O:54]1[CH2:55][CH2:56][CH2:57][CH2:58]1.[OH-:59]>>[CH3:1][c:2]1[c:3]([CH2:13][O:14][c:15]2[cH:16][cH:17][c:18]([CH2:19][O:20][c:21]3[cH:22][c:23]([CH2:27][C:28](=[O:29])[OH:30])[cH:24][cH:25][cH:26]3)[cH:52][cH:53]2)[n:4][c:5](-[c:7]2[cH:8][cH:9][cH:10][cH:11][cH:12]2)[o:6]1. Starting materials: Cc1oc(-c2ccccc2)nc1COc1ccc(COC(=O)Cc2cccc(OCc3ccc(OCc4nc(-c5ccccc5)oc4C)cc3)c2)cc1, CCO, [Na+], C1CCOC1, [OH-]. Yields the product Cc1oc(-c2ccccc2)nc1COc1ccc(COc2cccc(CC(=O)O)c2)cc1. Reactants: CC(C)=O, CC(C)C(COCC1CCNCC1)NC(=O)OCc1ccccc1. Product: CC(C)C(COCC1CCN(C(C)C)CC1)NC(=O)OCc1ccccc1. RXN SMILES: [CH3:25][C:26]([CH3:27])=[O:28].[CH:1]([CH3:2])([CH3:3])[CH:4]([CH2:5][O:6][CH2:7][CH:8]1[CH2:9][CH2:10][NH:11][CH2:12][CH2:13]1)[NH:14][C:15]([O:16][CH2:17][c:18]1[cH:19][cH:20][cH:21][cH:22][cH:23]1)=[O:24]>>[CH:1]([CH3:2])([CH3:3])[CH:4]([CH2:5][O:6][CH2:7][CH:8]1[CH2:9][CH2:10][N:11]([CH:26]([CH3:25])[CH3:27])[CH2:12][CH2:13]1)[NH:14][C:15]([O:16][CH2:17][c:18]1[cH:19][cH:20][cH:21][cH:22][cH:23]1)=[O:24].